This data is from the Open Reaction Database (ORD), a public repository of structured organic reaction records. The task is: describe an organic reaction: reactants, conditions, products, and yield The reactants are CCOc1ccc(C(CO)C(F)(F)F)cc1, Fc1ccc(CBr)cc1Oc1ccccc1, [H-], [Na+], CN(C)C=O, O. Product: CCOc1ccc(C(COCc2ccc(F)c(Oc3ccccc3)c2)C(F)(F)F)cc1. RXN SMILES: [CH2:3]([CH3:4])[O:5][c:6]1[cH:7][cH:8][c:9]([CH:12]([CH2:13][OH:14])[C:15]([F:16])([F:17])[F:18])[cH:10][cH:11]1.[F:19][c:20]1[c:21]([O:28][c:29]2[cH:30][cH:31][cH:32][cH:33][cH:34]2)[cH:22][c:23]([CH2:24][Br:25])[cH:26][cH:27]1.[H-:1].[Na+:2].[O:36]=[CH:37][N:38]([CH3:39])[CH3:40].[OH2:35]>>[CH2:3]([CH3:4])[O:5][c:6]1[cH:7][cH:8][c:9]([CH:12]([CH2:13][O:14][CH2:24][c:23]2[cH:22][c:21]([O:28][c:29]3[cH:30][cH:31][cH:32][cH:33][cH:34]3)[c:20]([F:19])[cH:27][cH:26]2)[C:15]([F:16])([F:17])[F:18])[cH:10][cH:11]1. The reactants are [OH-].C[N+](C)(C)CCO (N,N,N-trimethyl-2-hydroxyethyl-ammonium hydroxide), C1(CC1)N1C=C(C(C2=CC(=C(C(=C12)F)N1CC(CC1)N1N=NC(=C1)C)F)=O)C(=O)O (1-cyclopropyl-6,8-difluoro-7-[3-(4-Methyl-1,2,3-triazol-1-yl)pyrrolidine-1-yl]-1,4-dihydro-4-oxoquinoline-3-carboxylic acid). Run in CO (methanol), CO (methanol), O (water). The product is C[N+](CCO)(C)C.C1(CC1)N1C=C(C(C2=CC(=C(C(=C12)F)N1CC(CC1)N1N=NC(=C1)C)F)=O)C(=O)[O-] (N,N,N-Trimethyl-N-(2-hydroxyethyl)-ammonium 1-cyclopropyl -6,8-difluoro-7-[3-(4-methyl-1,2,3-triazol-1-yl)pyrrolidin -1-yl]-1,4-dihydro-4-oxoquinoline-3-carboxylate). RXN SMILES: [CH:1]1([N:4]2[C:13]3[C:8](=[CH:9][C:10]([F:26])=[C:11]([N:15]4[CH2:19][CH2:18][CH:17]([N:20]5[CH:24]=[C:23]([CH3:25])[N:22]=[N:21]5)[CH2:16]4)[C:12]=3[F:14])[C:7](=[O:27])[C:6]([C:28]([OH:30])=[O:29])=[CH:5]2)[CH2:3][CH2:2]1.[OH-].[CH3:32][N+:33]([CH2:36][CH2:37][OH:38])([CH3:35])[CH3:34]>CO.O>[CH3:32][N+:33]([CH3:35])([CH3:34])[CH2:36][CH2:37][OH:38].[CH:1]1([N:4]2[C:13]3[C:8](=[CH:9][C:10]([F:26])=[C:11]([N:15]4[CH2:19][CH2:18][CH:17]([N:20]5[CH:24]=[C:23]([CH3:25])[N:22]=[N:21]5)[CH2:16]4)[C:12]=3[F:14])[C:7](=[O:27])[C:6]([C:28]([O-:30])=[O:29])=[CH:5]2)[CH2:2][CH2:3]1 |f:1.2,5.6|. Procedure details: To a suspension of 1-cyclopropyl-6,8-difluoro-7-[3-(4-Methyl-1,2,3-triazol-1-yl)pyrrolidine-1-yl]-1,4-dihydro-4-oxoquinoline-3-carboxylic acid (415.5 mg, 1 mmol) in 2.5 ml of methanol and 0.8 ml water at room temperature was added slowly 0.31 ml Of 45% N,N,N-trimethyl-2-hydroxyethyl-ammonium hydroxide in methanol (1 mmol). The solution was stirred at room temperature for an additional hour. This was filtered and the supernatant was evaporated under reduced pressure at 30° C. The residue was crys... Starting materials: FC1=C(C(=CC(=C1)[N+](=O)[O-])F)C(C(=O)OCC)(C(=O)OCC)C (diethyl 2-(2,6-difluoro-4-nitrophenyl)-2-methylmalonoate), S(O)(O)(=O)=O (sulfuric acid), O (water), ( b ). The solvent is C(C)(=O)O (acetic acid). The product is FC1=C(C(=CC(=C1)[N+](=O)[O-])F)C(C(=O)O)C (2-(2,6-difluoro-4-nitrophenyl)propionic acid). Isolated yield 85.1%. As a reaction SMILES: [F:1][C:2]1[CH:7]=[C:6]([N+:8]([O-:10])=[O:9])[CH:5]=[C:4]([F:11])[C:3]=1[C:12](C)([C:18](OCC)=O)[C:13]([O:15]CC)=[O:14].S(=O)(=O)(O)O.O>C(O)(=O)C>[F:1][C:2]1[CH:7]=[C:6]([N+:8]([O-:10])=[O:9])[CH:5]=[C:4]([F:11])[C:3]=1[CH:12]([CH3:18])[C:13]([OH:15])=[O:14]. Procedure: A solution of compound (26b) (7.8 g, 24.9 mmol) in acetic acid (28 mL), and concentrated sulfuric acid (8.0 mL), and water (20 mL) were treated in the same manner as in (b) in Production Example 1 to give 4.9 g (85%) of compound (27b) as yellow solid. Product: C1(=CC=CC=C1)C1(CCC2(OCCO2)CC1)C#N (8-phenyl-1,4-dioxa-spiro[4.5]decane-8-carbonitrile). The reactants are O=C1CCC(CC1)(C#N)C1=CC=CC=C1 (4-oxo-1-phenyl-cyclohexane carbonitrile), C(CO)O (ethylene glycol), p-toluol sulphonic acid, O (water). Procedure details: The title compound of step 2 (43.3 g, 217 mmol) and ethylene glycol (27.4 g, 435 mmol) were boiled in toluol (430 mL) with the addition of p-toluol sulphonic acid (1.87 g, 10.9 mmol) at a water separator for 3 h with reflux. After the reaction had ended, the mixture was cooled, washed with NaHCO3 solution and saturated NaCl solution, dried with Na2SO4 and concentrated to low volume in a vacuum. Reaction SMILES: [O:1]=[C:2]1[CH2:7][CH2:6][C:5]([C:10]2[CH:15]=[CH:14][CH:13]=[CH:12][CH:11]=2)([C:8]#[N:9])[CH2:4][CH2:3]1.[CH2:16](O)[CH2:17][OH:18].O>C1(C)C=CC=CC=1>[C:10]1([C:5]2([C:8]#[N:9])[CH2:4][CH2:3][C:2]3([O:18][CH2:17][CH2:16][O:1]3)[CH2:7][CH2:6]2)[CH:11]=[CH:12][CH:13]=[CH:14][CH:15]=1. Solvent: C1(=CC=CC=C1)C (toluol). Reaction conditions: time 3 hour. Starting materials: CCCCCOc1cc(-c2cccc(C=CC(=O)OC)c2)c(Br)c2ccccc12, CCO, [Na+], [OH-]. Product: CCCCCOc1cc(-c2cccc(C=CC(=O)O)c2)c(Br)c2ccccc12. As a reaction SMILES: [Br:1][c:2]1[c:3](-[c:18]2[cH:19][c:20]([CH:21]=[CH:22][C:23](=[O:24])[O:25][CH3:26])[cH:27][cH:28][cH:29]2)[cH:4][c:5]([O:12][CH2:13][CH2:14][CH2:15][CH2:16][CH3:17])[c:6]2[cH:7][cH:8][cH:9][cH:10][c:11]12.[CH3:32][CH2:33][OH:34].[Na+:31].[OH-:30]>>[Br:1][c:2]1[c:3](-[c:18]2[cH:19][c:20]([CH:21]=[CH:22][C:23](=[O:24])[OH:25])[cH:27][cH:28][cH:29]2)[cH:4][c:5]([O:12][CH2:13][CH2:14][CH2:15][CH2:16][CH3:17])[c:6]2[cH:7][cH:8][cH:9][cH:10][c:11]12. Reactants: C1(CC1)C=1C=CC(=NC1OCC1=CC=C(C=C1)OC)C(O)C1=CC=C(C=C1)SC1CC1 ({5-cyclopropyl-6-[(4-methoxybenzyl)oxy]pyridin-2-yl}[4-(cyclopropylsulfanyl)phenyl]methanol), S(=S)(=O)([O-])[O-].[Na+].[Na+] (sodium thiosulfate), C([O-])([O-])=O.[K+].[K+] (potassium carbonate), ClC1=CC(=CC=C1)C(=O)OO (m-chloroperbenzoic acid). The solvent is C(Cl)(Cl)Cl (chloroform). Conditions: time 3.5 hour. Yields the product C1(CC1)C=1C=CC(=NC1OCC1=CC=C(C=C1)OC)C(O)C1=CC=C(C=C1)S(=O)(=O)C1CC1 ({5-cyclopropyl-6-[(4-methoxybenzyl)oxy]pyridin-2-yl}[4-(cyclopropylsulfonyl)phenyl]methanol). The yield is 80.0%. RXN SMILES: [CH:1]1([C:4]2[CH:5]=[CH:6][C:7]([CH:20]([C:22]3[CH:27]=[CH:26][C:25](SC4CC4)=[CH:24][CH:23]=3)[OH:21])=[N:8][C:9]=2[O:10][CH2:11][C:12]2[CH:17]=[CH:16][C:15]([O:18][CH3:19])=[CH:14][CH:13]=2)[CH2:3][CH2:2]1.ClC1C=CC=[C:35]([C:39](OO)=O)[CH:34]=1.[S:43]([O-:47])([O-])(=[O:45])=S.[Na+].[Na+].C(=O)([O-])[O-].[K+].[K+]>C(Cl)(Cl)Cl>[CH:1]1([C:4]2[CH:5]=[CH:6][C:7]([CH:20]([C:22]3[CH:23]=[CH:24][C:25]([S:43]([CH:39]4[CH2:35][CH2:34]4)(=[O:47])=[O:45])=[CH:26][CH:27]=3)[OH:21])=[N:8][C:9]=2[O:10][CH2:11][C:12]2[CH:17]=[CH:16][C:15]([O:18][CH3:19])=[CH:14][CH:13]=2)[CH2:3][CH2:2]1 |f:2.3.4,5.6.7|. Reported procedure: A solution of {5-cyclopropyl-6-[(4-methoxybenzyl)oxy]pyridin-2-yl}[4-(cyclopropylsulfanyl)phenyl]methanol (469 mg) in chloroform (15 mL) was stirred in an ice bath, and m-chloroperbenzoic acid (560 mg) was added as powder. The mixture was returned to room temperature and stirred for 3.5 hours. The reaction solution was stirred again in an ice bath, and sodium thiosulfate and a potassium carbonate solution were added, followed by extraction with chloroform. The organic layer was dried over anhydr... Starting materials: C(C)[BH-](CC)CC.[Li+] (lithium triethylborohydride), C(CCCCC)C1=CC2=CC=3C(C4=CC5=CC=CC=C5C=C4C(C3C=C2C=C1CCCCCC)=O)=O (2,3-di(n-hexyl)-6,13-pentacenequinone), Cl (hydrochloric acid). Run in C1CCOC1 (THF), C1CCOC1 (THF). The product is C(CCCCC)C1=CC2=CC=3C(C4=CC5=CC=CC=C5C=C4C(C3C=C2C=C1CCCCCC)O)O (2,3-di(n-hexyl)-6,13-dihydro-6,13-dihydroxypentacene). RXN SMILES: [CH2:1]([C:7]1[C:28]([CH2:29][CH2:30][CH2:31][CH2:32][CH2:33][CH3:34])=[CH:27][C:26]2[C:9](=[CH:10][C:11]3[C:12](=[O:36])[C:13]4[C:22]([C:23](=[O:35])[C:24]=3[CH:25]=2)=[CH:21][C:20]2[C:15](=[CH:16][CH:17]=[CH:18][CH:19]=2)[CH:14]=4)[CH:8]=1)[CH2:2][CH2:3][CH2:4][CH2:5][CH3:6].C([BH-](CC)CC)C.[Li+].Cl>C1COCC1>[CH2:29]([C:28]1[C:7]([CH2:1][CH2:2][CH2:3][CH2:4][CH2:5][CH3:6])=[CH:8][C:9]2[C:26](=[CH:25][C:24]3[CH:23]([OH:35])[C:22]4[C:13]([CH:12]([OH:36])[C:11]=3[CH:10]=2)=[CH:14][C:15]2[C:20](=[CH:19][CH:18]=[CH:17][CH:16]=2)[CH:21]=4)[CH:27]=1)[CH2:30][CH2:31][CH2:32][CH2:33][CH3:34] |f:1.2|. Procedure: A solution of 334 mg of 2,3-di(n-hexyl)-6,13-pentacenequinone dissolved in 50 mL of THF was added to 11 mL of a 1 mol/1000 mL THF solution of lithium triethylborohydride, and the mixture was heated for 20 hours under reflux in a nitrogen atmosphere. The resulting solution was neutralized with diluted aqueous hydrochloric acid, and the organic phase was separated, concentrated and dried under a vacuum to produce 2,3-di(n-hexyl)-6,13-dihydro-6,13-dihydroxypentacene almost stoichiometrically. Starting materials: IC1=CC(=C(C(=O)OC)C=C1)OC (methyl 4-iodo-2-methoxybenzoate), C(Cl)(Cl)Cl (chloroform). Reagents/catalysts: [Cu] (copper). Solvent: CN(C=O)C (dimethylformamide). Product: COC=1C=C(C=CC1C(=O)OC)C1=CC(=C(C=C1)C(=O)OC)OC (3,3'-dimethoxy-4,4'-bis(methoxycarbonyl)biphenyl). The yield is 64.8%. RXN SMILES: I[C:2]1[CH:11]=[CH:10][C:5]([C:6]([O:8][CH3:9])=[O:7])=[C:4]([O:12][CH3:13])[CH:3]=1.C(Cl)(Cl)Cl>CN(C)C=O.[Cu]>[CH3:13][O:12][C:4]1[CH:3]=[C:2]([C:2]2[CH:11]=[CH:10][C:5]([C:6]([O:8][CH3:9])=[O:7])=[C:4]([O:12][CH3:13])[CH:3]=2)[CH:11]=[CH:10][C:5]=1[C:6]([O:8][CH3:9])=[O:7]. Procedure details: To a mechanically stirred suspension of 90 g of copper powder in 450 mL of dimethylformamide was added 90 g of methyl 4-iodo-2-methoxybenzoate (which was prepared as in Example 1). The resulting mixture was heated at reflux for 6 days and then cooled to room temperature and diluted into 1500 mL of chloroform. The mixture was filtered and the copper was washed with 2×150 mL of chloroform. The residual copper was suspended in 2 liters of water and extracted with 6×150 mL of chloroform. All the org...